From a dataset of the Open Reaction Database (ORD), a public repository of structured organic reaction records. describe an organic reaction: reactants, conditions, products, and yield The reactants are BrC1=C(N)C(=CC=C1)C (2-bromo-6-methylaniline), aqueous solution, C=O (formaldehyde), [BH3-]C#N.[Na+] (NaBH3CN), C(C)(=O)O (acetic acid). Run in C(C)#N (acetonitrile). Conditions: time 4 hour. Yields the product BrC1=C(N(C)C)C(=CC=C1)C (2-Bromo-N,N,6-trimethylaniline). RXN SMILES: [Br:1][C:2]1[CH:8]=[CH:7][CH:6]=[C:5]([CH3:9])[C:3]=1N.C=O.[BH3-][C:13]#[N:14].[Na+].[C:16](O)(=O)C>C(#N)C>[Br:1][C:2]1[CH:8]=[CH:7][CH:6]=[C:5]([CH3:9])[C:3]=1[N:14]([CH3:13])[CH3:16] |f:2.3|. Procedure details: To a solution of 2-bromo-6-methylaniline (0.5 g, 2.69 mmol) in acetonitrile (30.0 mL) at ambient temperature was added a 37% aqueous solution of formaldehyde (4.0 mL, 53.6 mmol), followed by NaBH3CN (1.40 g, 22.1 mmol). The pH of the reaction was adjusted to pH 5-6 with glacial acetic acid, and the reaction was stirred for 4 h, then the solvent was removed. The residue was dissolved in EtOAc, and basified with NaOH 2N, dried over MgSO4, and filtered. The solvent was removed, and the residue was ... Starting materials: CC(C(C)(C)O1)(C)OB1C2=CN=C(C=CC=C3)C3=C2, ClC1=CC2=C(C=CN2)C=C1. The reagents and catalysts are CC(C)(C)C1=CC=C(C=C1)C2=CC=C(C=C2)C(C)(C)C, [O-]P(=O)([O-])[O-].[K+].[K+].[K+], CC(C1=CC(C(C)C)=C(C2=CC=CC=C2P(C3CCCCC3)C4CCCCC4)C(C(C)C)=C1)C.NC5=CC=CC=C5C6=CC=CC=[C-]6.Cl[Pd+]. Run in C1CCOC1, O (water), C1CCOC1. Run at temperature 25 celsius, time 24 hour. The product is C12=C(NC=C2)C=C(C3=CN=C4C=CC=CC4=C3)C=C1. Isolated yield 18.0%. The reactants are C1CCCCC1 (cyclohexane), ON1C(C=2C(C1=O)=CC=CC2)=O (N-hydroxyphthalimide), N#N (N2), stainless steel, O=O (O2). The reagents and catalysts are O.O.O.O.C(C)(=O)[O-].[Co+2].C(C)(=O)[O-] (cobalt(II) acetate tetrahydrate), CC(=O)CC(=O)C.CC(=O)CC(=O)C.CC(=O)CC(=O)C.[Co] (tris(acetylacetonato) cobalt(III)). Run in C(C)(=O)O (acetic acid). The product is C1(CCCCC1)=O (cyclohexanone), C1(CCCCC1)O (cyclohexanol), C(C)(=O)OC1CCCCC1 (cyclohexyl acetate). The yield is 9.3%. As a reaction SMILES: [CH2:1]1[CH2:6][CH2:5][CH2:4][CH2:3][CH2:2]1.[OH:7]N1[C:12](=[O:13])[C:11]2=[CH:14][CH:15]=[CH:16][CH:17]=[C:10]2C1=O.[O:19]=O.N#N>O.O.O.O.C([O-])(=O)C.[Co+2].C([O-])(=O)C.CC(CC(C)=O)=O.CC(CC(C)=O)=O.CC(CC(C)=O)=O.[Co].C(O)(=O)C>[C:1]1(=[O:7])[CH2:6][CH2:5][CH2:4][CH2:3][CH2:2]1.[CH:10]1([OH:19])[CH2:11][CH2:14][CH2:15][CH2:16][CH2:17]1.[C:12]([O:13][CH:1]1[CH2:6][CH2:5][CH2:4][CH2:3][CH2:2]1)(=[O:19])[CH3:11] |f:4.5.6.7.8.9.10,11.12.13.14|. Reported procedure: In a 316 stainless steel reactor having an internal volume of 300 ml, 10 g (118 mmol) of cyclohexane, 40 g of acetic acid, 38.8 mg (0.237 mmol) of N-hydroxyphthalimide, 29.6 mg (0.118 mmol) of cobalt(II) acetate tetrahydrate, and 42.4 mg (0.118 mmol) of tris(acetylacetonato) cobalt(III) were placed, and the reactor was sealed and was pressurized to 50 Kg/cm2 (4.9 MPa) with a gaseous mixture comprising 50% of O2 and 50% of N2. The liquid temperature was raised on an oil bath and was held at 110° ...